From a dataset of the Open Reaction Database (ORD), a public repository of structured organic reaction records. describe an organic reaction: reactants, conditions, products, and yield The reactants are [Li]CCCC, CC=O, Oc1cc2ccsc2c(Cl)c1Cl, Cl, C1CCOC1. Product: CC(O)c1cc2cc(O)c(Cl)c(Cl)c2s1. Reaction SMILES: [CH2:13]([Li:14])[CH2:15][CH2:16][CH3:17].[CH:18]([CH3:19])=[O:20].[Cl:1][c:2]1[c:3]([OH:12])[cH:4][c:5]2[c:6]([s:7][cH:8][cH:9]2)[c:10]1[Cl:11].[ClH:21].[O:22]1[CH2:23][CH2:24][CH2:25][CH2:26]1>>[Cl:1][c:2]1[c:3]([OH:12])[cH:4][c:5]2[c:6]([s:7][c:8]([CH:18]([CH3:19])[OH:20])[cH:9]2)[c:10]1[Cl:11]. Reactants: N1=C(C=CC=C1)C1=NOC(=N1)C1=CC(=CC(=C1)O)C#N (3-(2-pyridyl)-5-(3-cyano-5-hydroxyphenyl)-1,2,4-oxadiazole), C([O-])([O-])=O.[K+].[K+] (potassium carbonate), BrCC (bromoethane). Solvent: CN(C=O)C (N,N-dimethylformamide), ClCCl (dichloromethane). Conditions: temperature 100 celsius. The product is N1=C(C=CC=C1)C1=NOC(=N1)C1=CC(=CC(=C1)OCCO)C#N (3-(2-pyridyl)-5-(3-cyano-5-(2-hydroxyethoxy)phenyl)-1,2,4-oxadiazole). Isolated yield 38.9%. Reaction SMILES: [N:1]1[CH:6]=[CH:5][CH:4]=[CH:3][C:2]=1[C:7]1[N:11]=[C:10]([C:12]2[CH:17]=[C:16]([OH:18])[CH:15]=[C:14]([C:19]#[N:20])[CH:13]=2)[O:9][N:8]=1.[C:21](=[O:24])([O-])[O-].[K+].[K+].Br[CH2:28]C>CN(C)C=O.ClCCl>[N:1]1[CH:6]=[CH:5][CH:4]=[CH:3][C:2]=1[C:7]1[N:11]=[C:10]([C:12]2[CH:17]=[C:16]([O:18][CH2:28][CH2:21][OH:24])[CH:15]=[C:14]([C:19]#[N:20])[CH:13]=2)[O:9][N:8]=1 |f:1.2.3|. Procedure details: A mixture of 3-(2-pyridyl)-5-(3-cyano-5-hydroxyphenyl)-1,2,4-oxadiazole (40 mg, 0.15 mmol), potassium carbonate (42 mg, 0.30 mmol) and bromoethane (30 mg, 0.23 mmol) in N,N-dimethylformamide (1 mL) was heated in a sealed vial at 100° C. for 2 hours. The reaction was cooled, diluted with dichloromethane, washed with water (3×) and saturated brine, filtered and concentrated. Silica gel chromatography using 2% methanol in dichloromethane afforded 18 mg (39%) of 3-(2-pyridyl)-5-(3-cyano-5-(2-hydroxy... Procedure: To a stirred suspension of 2.0221 g. (8.560 mM) of 8-methoxy-1-oxo-1H-2-benzothiopyran-3-carboxylic acid in 50 ml. of distilled water is added 0.7191 g. (8.560 mM) of sodium bicarbonate. The solid dissolves fairly rapidly and after stirring at 25° for 1 hour the solution is filtered and the filtrate freeze-dried to give sodium 8-methoxy-1-oxo-1H-2-benzothiopyran-3-carboxylate as a yellow solid, m.p. 307° (dec.). Reaction SMILES: [CH3:1][O:2][C:3]1[C:12]2[C:11](=[O:13])[S:10][C:9]([C:14]([OH:16])=[O:15])=[CH:8][C:7]=2[CH:6]=[CH:5][CH:4]=1.C(=O)(O)[O-].[Na+:21]>O>[CH3:1][O:2][C:3]1[C:12]2[C:11](=[O:13])[S:10][C:9]([C:14]([O-:16])=[O:15])=[CH:8][C:7]=2[CH:6]=[CH:5][CH:4]=1.[Na+:21] |f:1.2,4.5|. The solvent is O (water). Run at time 1 hour. Yields the product COC1=CC=CC=2C=C(SC(C21)=O)C(=O)[O-].[Na+] (sodium 8-methoxy-1-oxo-1H-2-benzothiopyran-3-carboxylate). Starting materials: COC1=CC=CC=2C=C(SC(C21)=O)C(=O)O (8-methoxy-1-oxo-1H-2-benzothiopyran-3-carboxylic acid), C([O-])(O)=O.[Na+] (sodium bicarbonate).